From a dataset of the Open Reaction Database (ORD), a public repository of structured organic reaction records. describe an organic reaction: reactants, conditions, products, and yield Starting materials: ClC1=CC=NC2=CC(=CC=C12)Cl (4,7-dichloroquinoline), FC1=CC=C(C=C1)O (4-fluorophenol), N1(CCCC1)C1=CC=NC=C1 (4-pyrrolidinopyridine). Solvent: C=1(C(=CC=CC1)C)C (xylene). Conditions: time 18 hour. Product: FC1=CC=C(OC2=CC=NC3=CC(=CC=C23)Cl)C=C1 (4-(4-Fluorophenoxy)-7-chloroquinoline). The yield is 649.9%. Reaction SMILES: Cl[C:2]1[C:11]2[C:6](=[CH:7][C:8]([Cl:12])=[CH:9][CH:10]=2)[N:5]=[CH:4][CH:3]=1.[F:13][C:14]1[CH:19]=[CH:18][C:17]([OH:20])=[CH:16][CH:15]=1.N1(C2C=CN=CC=2)CCCC1>C1(C)C(C)=CC=CC=1>[F:13][C:14]1[CH:19]=[CH:18][C:17]([O:20][C:2]2[C:11]3[C:6](=[CH:7][C:8]([Cl:12])=[CH:9][CH:10]=3)[N:5]=[CH:4][CH:3]=2)=[CH:16][CH:15]=1. Reported procedure: To a 50 mL flask equipped with a condenser, drying tube and thermometer, was added 1.98 g (0.01 moles) of 4,7-dichloroquinoline, 1.57 g (0.0014 moles) of 4-fluorophenol, 0.22 g (0.0015 moles) of 4-pyrrolidinopyridine and 20 mL of xylene. The reaction mixture was heated to reflux and reaction progress was monitored by TLC. After 18 hr, the mixture was cooled and washed with 50 mL of 5 N NaOH. The caustic layer was extracted with 3×20 mL of diethyl ether. The xylene and the ether layers were combi... Reactants: CC(=O)OC(C)=O, O=C(O)c1ccc([N+](=O)[O-])cc1O. Yields the product CC(=O)Oc1cc([N+](=O)[O-])ccc1C(=O)O. Reaction SMILES: [CH3:14][C:15](=[O:16])[O:17][C:18](=[O:19])[CH3:20].[OH:1][c:2]1[c:3]([C:4](=[O:5])[OH:6])[cH:7][cH:8][c:9]([N+:11](=[O:12])[O-:13])[cH:10]1>>[O:1]([c:2]1[c:3]([C:4](=[O:5])[OH:6])[cH:7][cH:8][c:9]([N+:11](=[O:12])[O-:13])[cH:10]1)[C:15]([CH3:14])=[O:16]. Starting materials: NC1=NN(C=N1)C1=NC(=C2N=CN(C2=N1)[C@H]1[C@@H]([C@@H]([C@H](C1)NC(CO)=O)O)O)NCC(C1=CC=CC=C1)C1=CC=CC=C1 (N-{(1S,2R,3S,4R)-4-[2-(3-Amino-[1,2,4]triazol-1-yl)-6-(2,2-diphenyl-ethylamino)-purin-9-yl]-2,3-dihydroxy-cyclopentyl}-2-hydroxy-acetamide), ClC1=NC(=C2N=CN(C2=N1)[C@H]1[C@@H]([C@@H]([C@H](C1)NC(=O)COC(C)=O)O)O)NCC(C1=CC=CC=C1)C1=CC=CC=C1 (acetic acid {(1S,2R,3S,4R)-4-[2-chloro-6-(2,2-diphenyl-ethylamino)-purin-9-yl]-2,3-dihydroxy-cyclopentylcarbamoyl}-methyl ester). The product is C(C)NC(=O)[C@H]1O[C@H]([C@@H]([C@@H]1O)O)N1C2=NC(=NC(=C2N=C1)NCC(C1=CC=CC=C1)C1=CC=CC=C1)N1N=C(N=C1)N ((2S,3S,4R,5R)-5-[2-(3-Amino-[1,2,4]triazol-1-yl)-6-(2,2-diphenyl-ethylamino)-purin-9-yl]-3,4-dihydroxy-tetrahydro-furan-2-carboxylic acid ethylamide). As a reaction SMILES: [NH2:1][C:2]1[N:6]=[CH:5][N:4]([C:7]2[N:15]=[C:14]3[C:10]([N:11]=[CH:12][N:13]3[C@@H:16]3C[C@H](NC(=O)CO)[C@@H:18]([OH:26])[C@H:17]3[OH:27])=[C:9]([NH:28][CH2:29][CH:30]([C:37]3[CH:42]=[CH:41][CH:40]=[CH:39][CH:38]=3)[C:31]3[CH:36]=[CH:35][CH:34]=[CH:33][CH:32]=3)[N:8]=2)[N:3]=1.ClC1N=C2C(N=CN2[C@@H]2C[C@H:56]([NH:58][C:59]([CH2:61][O:62]C(=O)C)=[O:60])[C@@H:55](O)[C@H]2O)=C(NCC(C2C=CC=CC=2)C2C=CC=CC=2)N=1>>[CH2:56]([NH:58][C:59]([C@@H:61]1[C@@H:18]([OH:26])[C@@H:17]([OH:27])[C@H:16]([N:13]2[CH:12]=[N:11][C:10]3[C:14]2=[N:15][C:7]([N:4]2[CH:5]=[N:6][C:2]([NH2:1])=[N:3]2)=[N:8][C:9]=3[NH:28][CH2:29][CH:30]([C:37]2[CH:42]=[CH:41][CH:40]=[CH:39][CH:38]=2)[C:31]2[CH:36]=[CH:35][CH:34]=[CH:33][CH:32]=2)[O:62]1)=[O:60])[CH3:55]. Reported procedure: The title compound is prepared analogously to N-{(1S,2R,3S,4R)-4-[2-(3-Amino-[1,2,4]triazol-1-yl)-6-(2,2-diphenyl-ethylamino)-purin-9-yl]-2,3-dihydroxy-cyclopentyl}-2-hydroxy-acetamide (intermediate ZW), by substituting (2S,3S,4R,5R)-5-[2-chloro-6-(2,2-diphenyl-ethylamino)-purin-9-yl]-3,4-dihydroxy-tetrahydro-furan-2-carboxylic acid ethylamide (Intermediate ZY) for acetic acid {(1S,2R,3S,4R)-4-[2-chloro-6-(2,2-diphenyl-ethylamino)-purin-9-yl]-2,3-dihydroxy-cyclopentylcarbamoyl}-methyl ester (Int... Yields the product FC=1C=C(CO\N=C(/C)\C2=CC(=C(C=C2)OC)O)C=CC1 ((E)-3′-Hydroxy-4′-methoxyacetophenone O-3-Fluorobenzyl Oxime). Reactants: OC=1C=C(C=CC1OC)C(C)=O (3′-Hydroxy-4′-methoxyacetophenone), Cl.FC=1C=C(CON)C=CC1 (O-(3-fluorobenzyl)hydroxylamine hydrochloride). The yield is 81.5%. RXN SMILES: [OH:1][C:2]1[CH:3]=[C:4]([C:10](=O)[CH3:11])[CH:5]=[CH:6][C:7]=1[O:8][CH3:9].Cl.[F:14][C:15]1[CH:16]=[C:17]([CH:21]=[CH:22][CH:23]=1)[CH2:18][O:19][NH2:20]>>[F:14][C:15]1[CH:16]=[C:17]([CH:21]=[CH:22][CH:23]=1)[CH2:18][O:19]/[N:20]=[C:10](/[C:4]1[CH:5]=[CH:6][C:7]([O:8][CH3:9])=[C:2]([OH:1])[CH:3]=1)\[CH3:11] |f:1.2|. Procedure details: Acetophenone 12 (50 mg, 0.301 mmol) was condensed with O-(3-fluorobenzyl)hydroxylamine hydrochloride (26) (59 mg, 0.332 mmol) according to the general procedure II-B defined above. After being heated at reflux for 48 h the reaction mixture was cooled and the solvent removed under reduced pressure. The ensuing residue was dissolved in CH2Cl2 (15 mL), washed with H2O (2×10 mL) then dried (MgSO4), filtered and concentrated under reduced pressure. The oil thus obtained was subjected to flash chromat... Starting materials: CCOC(C)=O, CC(C)N=C=O, ClC(Cl)Cl, CCOCc1nc2c(N)nc3cc(Br)ccc3c2n1CCCCN. Product: CCOCc1nc2c(N)nc3cc(Br)ccc3c2n1CCCCNC(=O)NC(C)C. RXN SMILES: [CH3:31][CH2:32][O:33][C:34](=[O:35])[CH3:36].[CH:25]([CH3:26])([CH3:27])[N:28]=[C:29]=[O:30].[CH:37]([Cl:38])([Cl:39])[Cl:40].[NH2:1][CH2:2][CH2:3][CH2:4][CH2:5][n:6]1[c:7]([CH2:21][O:22][CH2:23][CH3:24])[n:8][c:9]2[c:10]([NH2:20])[n:11][c:12]3[cH:13][c:14]([Br:19])[cH:15][cH:16][c:17]3[c:18]12>>[NH:1]([CH2:2][CH2:3][CH2:4][CH2:5][n:6]1[c:7]([CH2:21][O:22][CH2:23][CH3:24])[n:8][c:9]2[c:10]([NH2:20])[n:11][c:12]3[cH:13][c:14]([Br:19])[cH:15][cH:16][c:17]3[c:18]12)[C:29]([NH:28][CH:25]([CH3:26])[CH3:27])=[O:30].